This data is from the Open Reaction Database (ORD), a public repository of structured organic reaction records. The task is: describe an organic reaction: reactants, conditions, products, and yield The reactants are C(C1=CC=CC=C1)N1CCC(=CC1)\C=C\C1=CC=CC=C1 ((E)-1-benzyl-4-(2-phenylethenyl)-1,2,3,6-tetrahydropyridine), ClC(=O)OC(C)Cl (1-chloroethyl chloroformate), ClCCl (dichloromethane). Run at temperature 0 celsius, time 1 hour. The product is ClC=1C=C(CN2CCC(=CC2)\C=C\C2=CC=CC=C2)C=CC1Cl ((E)-1-(3,4-Dichlorobenzyl)-4-(2-phenylethenyl)-1,2,3,6-tetrahydropyridine). Yield: 77.0%. RXN SMILES: [CH2:1]([N:8]1[CH2:13][CH:12]=[C:11](/[CH:14]=[CH:15]/[C:16]2[CH:21]=[CH:20][CH:19]=[CH:18][CH:17]=2)[CH2:10][CH2:9]1)[C:2]1[CH:7]=CC=[CH:4][CH:3]=1.ClC(O[CH:26]([Cl:28])[CH3:27])=O.[Cl:29]CCl>>[Cl:29][C:4]1[CH:3]=[C:2]([CH:7]=[CH:27][C:26]=1[Cl:28])[CH2:1][N:8]1[CH2:13][CH:12]=[C:11](/[CH:14]=[CH:15]/[C:16]2[CH:21]=[CH:20][CH:19]=[CH:18][CH:17]=2)[CH2:10][CH2:9]1. Procedure details: To a solution of (E)-1-benzyl-4-(2-phenylethenyl)-1,2,3,6-tetrahydropyridine (27 g, 100 mmol) in dichloromethane (400 ml) at 0° C. was added 1-chloroethyl chloroformate (13 ml, 120 mmol) via syringe, keeping the temperature below 5° C. The reaction was stirred at 0° C. for 1 hour and then warmed to room temperature over 2 hours. The solvent was evaporated, methanol (500 ml ) added to the residue, and the reaction refluxed for 90 minutes. The reaction was cooled to room temperature, the solvent e... Solvent: CO (methanol). Isolated yield 102.8%. The product is CC1=CNC2=CC=C(C=C12)CNC(CN1C(C(=NC=C1C)NCCC1=CC(=CC=C1)CNC)=O)=O (N-[(3-Methyl-1H-indol-5-yl)methyl]-2-[6-methyl-3-({3-[(methylamino)methyl]phenethyl}amino)-2-oxo-1(2H)-pyrazinyl]acetamide). The reactants are C(=O)([O-])[O-].[Na+].[Na+] (Na2CO3), FC(C(=O)N(CC1=CC(=CC=C1)CCNC1=NC=C(N(C1=O)CC(=O)NCC=1C=C2C(=CNC2=CC1)C)C)C)(F)F (2,2,2-Trifluoro-N-methyl-N-[3-(2-{[5-methyl-4-(2-{[(3-methyl-1H-indol-5-yl)methyl]amino}-2-oxoethyl)-3-oxo-3,4-dihydro-2-pyrazinyl]amino}ethyl)benzyl]acetamide), O (water). Procedure details: 2,2,2-Trifluoro-N-methyl-N-[3-(2-{[5-methyl-4-(2-{[(3-methyl-1H-indol-5-yl)methyl]amino}-2-oxoethyl)-3-oxo-3,4-dihydro-2-pyrazinyl]amino}ethyl)benzyl]acetamide (preparation 38) (40 mg, 0.07 mmol) was dissolved in hot methanol (15 ml) and treated with an aq. solution of Na2CO3 (0.6 ml, 0.46 mol) followed by an additional portion of water (1.5 ml). The resultant cloudy mixture was stirred at room temperature for 18 hr, then evaporated to dryness and dried. The resultant white solid was purified by... Run at time 18 hour. As a reaction SMILES: FC(F)(F)[C:3]([N:5](C)[CH2:6][C:7]1[CH:12]=[CH:11][CH:10]=[C:9]([CH2:13][CH2:14][NH:15][C:16]2[C:21](=[O:22])[N:20]([CH2:23][C:24]([NH:26][CH2:27][C:28]3[CH:29]=[C:30]4[C:34](=[CH:35][CH:36]=3)[NH:33][CH:32]=[C:31]4[CH3:37])=[O:25])[C:19]([CH3:38])=[CH:18][N:17]=2)[CH:8]=1)=O.C([O-])([O-])=O.[Na+].[Na+].O>CO>[CH3:37][C:31]1[C:30]2[C:34](=[CH:35][CH:36]=[C:28]([CH2:27][NH:26][C:24](=[O:25])[CH2:23][N:20]3[C:19]([CH3:38])=[CH:18][N:17]=[C:16]([NH:15][CH2:14][CH2:13][C:9]4[CH:10]=[CH:11][CH:12]=[C:7]([CH2:6][NH:5][CH3:3])[CH:8]=4)[C:21]3=[O:22])[CH:29]=2)[NH:33][CH:32]=1 |f:1.2.3|. Reactants: OCC(c1cccc(Br)n1)N1CCOCC1, O=C([O-])[O-], CCC(C)(C)O, [K+], [K+], CC(C)(O)c1ccc(-c2nc(C(N)=O)c(N)s2)c(F)c1, O=C(C=Cc1ccccc1)C=Cc1ccccc1, O=C(C=Cc1ccccc1)C=Cc1ccccc1, O=C(C=Cc1ccccc1)C=Cc1ccccc1, [Pd], [Pd]. The product is CC(C)(O)c1ccc(-c2nc(C(N)=O)c(Nc3cccc(C(CO)N4CCOCC4)n3)s2)c(F)c1. As a reaction SMILES: [Br:21][c:22]1[cH:23][cH:24][cH:25][c:26]([CH:28]([CH2:29][OH:30])[N:31]2[CH2:32][CH2:33][O:34][CH2:35][CH2:36]2)[n:27]1.[C:37](=[O:38])([O-:39])[O-:40].[C:43]([OH:44])([CH2:45][CH3:46])([CH3:47])[CH3:48].[K+:41].[K+:42].[NH2:1][c:2]1[c:3]([C:18](=[O:19])[NH2:20])[n:4][c:5](-[c:7]2[c:8]([F:17])[cH:9][c:10]([C:13]([CH3:14])([CH3:15])[OH:16])[cH:11][cH:12]2)[s:6]1.[O:51]=[C:52]([CH:53]=[CH:54][c:55]1[cH:56][cH:57][cH:58][cH:59][cH:60]1)[CH:61]=[CH:62][c:63]1[cH:64][cH:65][cH:66][cH:67][cH:68]1.[O:69]=[C:70]([CH:71]=[CH:72][c:73]1[cH:74][cH:75][cH:76][cH:77][cH:78]1)[CH:79]=[CH:80][c:81]1[cH:82][cH:83][cH:84][cH:85][cH:86]1.[O:87]=[C:88]([CH:89]=[CH:90][c:91]1[cH:92][cH:93][cH:94][cH:95][cH:96]1)[CH:97]=[CH:98][c:99]1[cH:100][cH:101][cH:102][cH:103][cH:104]1.[Pd:49].[Pd:50]>>[NH:1]([c:2]1[c:3]([C:18](=[O:19])[NH2:20])[n:4][c:5](-[c:7]2[c:8]([F:17])[cH:9][c:10]([C:13]([CH3:14])([CH3:15])[OH:16])[cH:11][cH:12]2)[s:6]1)[c:22]1[cH:23][cH:24][cH:25][c:26]([CH:28]([CH2:29][OH:30])[N:31]2[CH2:32][CH2:33][O:34][CH2:35][CH2:36]2)[n:27]1. Starting materials: O=C(O)c1ccc(CCl)cc1, COc1ccc(C2COCCOC2)c2sc(N)nc12, COc1ccc(C2COCCOC2)c2sc(NC(=O)c3ccc(C)s3)nc12. The product is COc1ccc(C2COCCOC2)c2sc(NC(=O)c3ccc(CCl)cc3)nc12. RXN SMILES: [Cl:20][CH2:21][c:22]1[cH:23][cH:24][c:25]([C:26](=[O:27])[OH:28])[cH:29][cH:30]1.[O:1]1[CH2:2][CH2:3][O:4][CH2:5][CH:6]([c:8]2[cH:9][cH:10][c:11]([O:18][CH3:19])[c:12]3[n:13][c:14]([NH2:17])[s:15][c:16]23)[CH2:7]1.[O:31]1[CH2:32][CH:33]([c:34]2[c:35]3[s:36][c:37]([NH:38][C:39]([c:40]4[s:41][c:42]([CH3:43])[cH:44][cH:45]4)=[O:46])[n:47][c:48]3[c:49]([O:50][CH3:51])[cH:52][cH:53]2)[CH2:54][O:55][CH2:56][CH2:57]1>>[O:1]1[CH2:2][CH2:3][O:4][CH2:5][CH:6]([c:8]2[cH:9][cH:10][c:11]([O:18][CH3:19])[c:12]3[n:13][c:14]([NH:17][C:26]([c:25]4[cH:24][cH:23][c:22]([CH2:21][Cl:20])[cH:30][cH:29]4)=[O:27])[s:15][c:16]23)[CH2:7]1. RXN SMILES: [CH2:34]([SiH:35]([CH2:36][CH3:37])[CH2:38][CH3:39])[CH3:40].[CH2:54]([Cl:55])[Cl:56].[CH3:1][O:2][c:3]1[cH:4][cH:5][c:6]([CH2:9][N:10]2[CH2:11][CH2:12][CH:13]([C:16]([OH:17])([c:18]3[cH:19][cH:20][c:21]([CH2:24][CH3:25])[cH:22][cH:23]3)[c:26]3[cH:27][cH:28][c:29]([CH2:32][CH3:33])[cH:30][cH:31]3)[CH2:14][CH2:15]2)[cH:7][cH:8]1.[Na+:48].[Na+:49].[O-:50][C:51](=[O:52])[O-:53].[OH:41][C:42]([C:43]([F:44])([F:45])[F:46])=[O:47]>>[CH3:1][O:2][c:3]1[cH:4][cH:5][c:6]([CH2:9][N:10]2[CH2:11][CH2:12][CH:13]([CH:16]([c:18]3[cH:19][cH:20][c:21]([CH2:24][CH3:25])[cH:22][cH:23]3)[c:26]3[cH:27][cH:28][c:29]([CH2:32][CH3:33])[cH:30][cH:31]3)[CH2:14][CH2:15]2)[cH:7][cH:8]1. The reactants are CC[SiH](CC)CC, ClCCl, CCc1ccc(C(O)(c2ccc(CC)cc2)C2CCN(Cc3ccc(OC)cc3)CC2)cc1, [Na+], [Na+], O=C([O-])[O-], O=C(O)C(F)(F)F. Yields the product CCc1ccc(C(c2ccc(CC)cc2)C2CCN(Cc3ccc(OC)cc3)CC2)cc1. Reactants: C([O-])([O-])=O.[Na+].[Na+] (sodium carbonate), IC1=CN(C2=NC=C(C=C21)C=2C=C(C=CC2)NC2CCN(CC2)C(=O)OC(C)(C)C)S(=O)(=O)C2=CC=C(C)C=C2 (tert-butyl 4-((3-(3-iodo-1-tosyl-1H-pyrrolo[2,3-b]pyridin-5-yl)phenyl)amino)piperidine-1-carboxylate), C(CC1=CC=CC=C1)N1N=CC(=C1)B1OC(C(O1)(C)C)(C)C (1-phenethyl-4-(4,4,5,5-tetramethyl-1,3,2-dioxaborolan-2-yl)-1H-pyrazole), IC1=CN(C2=NC=C(C=C21)C=2C=C(C=CC2)NC2CCN(CC2)C(=O)OC(C)(C)C)S(=O)(=O)C2=CC=C(C)C=C2 (tert-butyl 4-((3-(3-iodo-1-tosyl-1H-pyrrolo[2,3-b]pyridin-5-yl)phenyl)amino)piperidine-1-carboxylate), C(CC1=CC=CC=C1)N1N=CC(=C1)B1OC(C(O1)(C)C)(C)C (1-phenethyl-4-(4,4,5,5-tetramethyl-1,3,2-dioxaborolan-2-yl)-1H-pyrazole). The reagents and catalysts are Cl[Pd]([P](C1=CC=CC=C1)(C2=CC=CC=C2)C3=CC=CC=C3)([P](C4=CC=CC=C4)(C5=CC=CC=C5)C6=CC=CC=C6)Cl (Pd(PPh3)2Cl2). The solvent is C1(=CC=CC=C1)C.C(C)O.O (toluene ethanol water). The product is C(CC1=CC=CC=C1)N1N=CC(=C1)C1=CN(C2=NC=C(C=C21)C=2C=C(C=CC2)NC2CCN(CC2)C(=O)OC(C)(C)C)S(=O)(=O)C2=CC=C(C)C=C2 (tert-butyl 4-((3-(3-(1-phenethyl-1H-pyrazol-4-yl)-1-tosyl-1H-pyrrolo[2,3-b]pyridin-5-yl)phenyl)amino)piperidine-1-carboxylate). Yield: 70.5%. As a reaction SMILES: I[C:2]1[C:10]2[C:5](=[N:6][CH:7]=[C:8]([C:11]3[CH:12]=[C:13]([NH:17][CH:18]4[CH2:23][CH2:22][N:21]([C:24]([O:26][C:27]([CH3:30])([CH3:29])[CH3:28])=[O:25])[CH2:20][CH2:19]4)[CH:14]=[CH:15][CH:16]=3)[CH:9]=2)[N:4]([S:31]([C:34]2[CH:40]=[CH:39][C:37]([CH3:38])=[CH:36][CH:35]=2)(=[O:33])=[O:32])[CH:3]=1.[CH2:41]([N:49]1[CH:53]=[C:52](B2OC(C)(C)C(C)(C)O2)[CH:51]=[N:50]1)[CH2:42][C:43]1[CH:48]=[CH:47][CH:46]=[CH:45][CH:44]=1.C(=O)([O-])[O-].[Na+].[Na+]>C1(C)C=CC=CC=1.C(O)C.O.Cl[Pd](Cl)([P](C1C=CC=CC=1)(C1C=CC=CC=1)C1C=CC=CC=1)[P](C1C=CC=CC=1)(C1C=CC=CC=1)C1C=CC=CC=1>[CH2:41]([N:49]1[CH:53]=[C:52]([C:2]2[C:10]3[C:5](=[N:6][CH:7]=[C:8]([C:11]4[CH:12]=[C:13]([NH:17][CH:18]5[CH2:23][CH2:22][N:21]([C:24]([O:26][C:27]([CH3:30])([CH3:29])[CH3:28])=[O:25])[CH2:20][CH2:19]5)[CH:14]=[CH:15][CH:16]=4)[CH:9]=3)[N:4]([S:31]([C:34]3[CH:40]=[CH:39][C:37]([CH3:38])=[CH:36][CH:35]=3)(=[O:33])=[O:32])[CH:3]=2)[CH:51]=[N:50]1)[CH2:42][C:43]1[CH:48]=[CH:47][CH:46]=[CH:45][CH:44]=1 |f:2.3.4,5.6.7,^1:82,101|. Procedure: Using similar reaction conditions as described in step-i of example-1, tert-butyl 4-((3-(3-iodo-1-tosyl-1H-pyrrolo[2,3-b]pyridin-5-yl)phenyl)amino)piperidine-1-carboxylate (intermediate 66E) (200 mg, 0.297 mmol) was coupled with 1-phenethyl-4-(4,4,5,5-tetramethyl-1,3,2-dioxaborolan-2-yl)-1H-pyrazole (intermediate 59) (133 mg, 0.446 mmol) using Pd(PPh3)2Cl2 (11 mg, 0.014 mmol) and sodium carbonate (79 mg, 0.744 mmol) in toluene/ethanol/water (5/2/1 ml) to afford 150 mg (70.4% yield) of the titled... Reagents/catalysts: [C].[Pd] (palladium-carbon), [C].[Pd] (palladium-carbon). Product: NCC1CC2=C3CCC(NC3=CC=C2O1)=O (2-Aminomethyl-1,2,6,7,8,9-hexahydrofuro-[3,2-f]quinoline-7-one). Run in O1CCCC1 (tetrahydrofuran). The yield is 81.3%. Procedure: The compound obtained in Example 161 (0.53 g, 2.17 mmol) dissolved in tetrahydrofuran (26 ml) was combined with 10% palladium-carbon (0.32 g), then stirred in the stream of hydrogen at ambient temperature for 1.5 hour. After completion of the reaction, palladium-carbon was filtered off from the reaction mixture. The palladium-carbon was washed with tetrahydrofuran and then methanol. The filtrate was condensed under reduced pressure, and the residue was purified by silica gel column chromatograph... RXN SMILES: [N:1]([CH2:4][CH:5]1[O:17][C:16]2[C:7](=[C:8]3[C:13](=[CH:14][CH:15]=2)[NH:12][C:11](=[O:18])[CH2:10][CH2:9]3)[CH2:6]1)=[N+]=[N-].[H][H]>O1CCCC1.[C].[Pd]>[NH2:1][CH2:4][CH:5]1[O:17][C:16]2[C:7](=[C:8]3[C:13](=[CH:14][CH:15]=2)[NH:12][C:11](=[O:18])[CH2:10][CH2:9]3)[CH2:6]1 |f:3.4|. Reactants: N(=[N+]=[N-])CC1CC2=C3CCC(NC3=CC=C2O1)=O (2-Azidomethyl-1,2,6,7,8,9-hexahydrofuro-[3,2-f]quinoline-7-one), [H][H] (hydrogen). The reactants are [O-]Br, Br, CCCCCCCCCCOc1ccc(-c2ccc(C(C)=O)cc2)cc1, C1COCCO1, [Na+], [Na+], [Na+], [OH-], O=S([O-])O. The product is CCCCCCCCCCOc1ccc(-c2ccc(C(=O)O)cc2)cc1. RXN SMILES: [Br:27][O-:28].[Br:32].[C:1]([CH3:2])(=[O:3])[c:4]1[cH:5][cH:6][c:7](-[c:10]2[cH:11][cH:12][c:13]([O:16][CH2:17][CH2:18][CH2:19][CH2:20][CH2:21][CH2:22][CH2:23][CH2:24][CH2:25][CH3:26])[cH:14][cH:15]2)[cH:8][cH:9]1.[CH2:38]1[O:39][CH2:40][CH2:41][O:42][CH2:43]1.[Na+:29].[Na+:31].[Na+:37].[OH-:30].[S:33]([O-:34])(=[O:35])[OH:36]>>[C:1]([OH:3])([c:4]1[cH:5][cH:6][c:7](-[c:10]2[cH:11][cH:12][c:13]([O:16][CH2:17][CH2:18][CH2:19][CH2:20][CH2:21][CH2:22][CH2:23][CH2:24][CH2:25][CH3:26])[cH:14][cH:15]2)[cH:8][cH:9]1)=[O:34]. The reactants are CC1COc2c(N3CC4(CC4)C(C)(NC(=O)OC(C)(C)C)C3)c(F)cc3c(=O)c(C(=O)O)cn1c23, Cl. Product: CC1COc2c(N3CC(C)(N)C4(CC4)C3)c(F)cc3c(=O)c(C(=O)O)cn1c23. Reaction SMILES: [C:1]([O:2][C:3](=[O:4])[NH:8][C:9]1([CH3:35])[CH2:10][N:11]([c:16]2[c:17]([F:34])[cH:18][c:19]3[c:20]4[n:21]([cH:27][c:28]([C:31](=[O:32])[OH:33])[c:29]3=[O:30])[CH:22]([CH3:26])[CH2:23][O:24][c:25]24)[CH2:12][C:13]12[CH2:14][CH2:15]2)([CH3:5])([CH3:6])[CH3:7].[ClH:36]>>[NH2:8][C:9]1([CH3:35])[CH2:10][N:11]([c:16]2[c:17]([F:34])[cH:18][c:19]3[c:20]4[n:21]([cH:27][c:28]([C:31](=[O:32])[OH:33])[c:29]3=[O:30])[CH:22]([CH3:26])[CH2:23][O:24][c:25]24)[CH2:12][C:13]12[CH2:14][CH2:15]2. The reactants are N1(C=CC=C1)C1=CC=C(C=C1)C12CC3CC(CC3(C1)NCC(=O)N1[C@@H](CCC1)C#N)C2 ((2S)-1-{N-[2-[4-(1H-pyrrol-1-yl)phenyl]hexahydro-2,5-methanopentalen-3a (1H)-yl]glycyl}pyrrolidine-2-carbonitrile), [Si](C)(C)(C)Cl (TMS-Cl). The solvent is CO (methanol). Conditions: time 30 minute. The product is hydrochloride salt, C12CC3(CC(CC3C1)C2)NCC(=O)N2[C@@H](CCC2)C#N ((2S)-1-[(tricyclo[3.3.1.03,7]non-3-ylamino)acetyl]pyrrolidine-2-carbonitrile). Isolated yield 113.4%. Reaction SMILES: N1(C2C=CC([C:12]34[CH2:31][CH:16]5[CH2:17][C:18]([NH:20][CH2:21][C:22]([N:24]6[CH2:28][CH2:27][CH2:26][C@H:25]6[C:29]#[N:30])=[O:23])([CH2:19]3)[CH:14]([CH2:15]5)[CH2:13]4)=CC=2)C=CC=C1.[Si](Cl)(C)(C)C>CO>[CH:16]12[CH2:31][CH:12]3[CH2:13][CH:14]([CH2:15]1)[C:18]([NH:20][CH2:21][C:22]([N:24]1[CH2:28][CH2:27][CH2:26][C@H:25]1[C:29]#[N:30])=[O:23])([CH2:19]3)[CH2:17]2. Reported procedure: To a stirred solution of the compound obtained in example 18 (27 mg, 0.1 mmol) in methanol (2 mL) cooled to 0° C. was added TMS-Cl (25 μL, 0.2 mmol). After 30 minutes, the volatiles were removed under reduced pressure and the residue was triturated several times with diethyl ether to obtain hydrochloride salt of (2S)-1-[(tricyclo[3.3.1.03,7]non-3-ylamino)acetyl]pyrrolidine-2-carbonitrile as an off-white solid (31 mg). m/z (M+1) 274; 1H NMR (DMSO-d6) 300 MHz δ 9.44 (s (br), 2H), 4.86 (dd, J=4.4, ...